This data is from the Open Reaction Database (ORD), a public repository of structured organic reaction records. The task is: describe an organic reaction: reactants, conditions, products, and yield Starting materials: O (water), [H-].[Na+] (Sodium hydride), OC1=CC=C(CN2C=C(C(=C2)C2=CC=CC=C2)CCC(=O)OCC)C=C1 (ethyl 3-[1-(4-hydroxybenzyl)-4-phenyl-3-pyrrolyl]propionate), ClCC=1C(=NC=CC1)C (3-Chloromethyl-2-methylpyridine). Solvent: CN(C=O)C (N,N-dimethylformamide). Reaction conditions: time 15 minute. Yields the product CC1=NC=CC=C1COC1=CC=C(CN2C=C(C(=C2)C2=CC=CC=C2)CCC(=O)OCC)C=C1 (ethyl 3-[1-[4-(2-methyl-3-pyridylmethoxy)benzyl]-4-phenyl-3-pyrrolyl]propionate). Isolated yield 85.4%. RXN SMILES: [H-].[Na+].[OH:3][C:4]1[CH:28]=[CH:27][C:7]([CH2:8][N:9]2[CH:13]=[C:12]([C:14]3[CH:19]=[CH:18][CH:17]=[CH:16][CH:15]=3)[C:11]([CH2:20][CH2:21][C:22]([O:24][CH2:25][CH3:26])=[O:23])=[CH:10]2)=[CH:6][CH:5]=1.Cl[CH2:30][C:31]1[C:32]([CH3:37])=[N:33][CH:34]=[CH:35][CH:36]=1.O>CN(C)C=O>[CH3:37][C:32]1[C:31]([CH2:30][O:3][C:4]2[CH:28]=[CH:27][C:7]([CH2:8][N:9]3[CH:13]=[C:12]([C:14]4[CH:19]=[CH:18][CH:17]=[CH:16][CH:15]=4)[C:11]([CH2:20][CH2:21][C:22]([O:24][CH2:25][CH3:26])=[O:23])=[CH:10]3)=[CH:6][CH:5]=2)=[CH:36][CH:35]=[CH:34][N:33]=1 |f:0.1|. Procedure: Sodium hydride (60%, oily, 60.0 mg) was added to a solution of ethyl 3-[1-(4-hydroxybenzyl)-4-phenyl-3-pyrrolyl]propionate (524 mg) in N,N-dimethylformamide (10 ml) at 0° C., and the mixture was stirred at room temperature for 15 minutes. 3-Chloromethyl-2-methylpyridine (212 mg) was added to the mixture, which was stirred at room temperature for 15 minutes. The reaction mixture was poured into water, which was extracted with ethyl acetate. The ethyl acetate layer was washed with saturated aqueou... Starting materials: hydroxamic acid, O[C@H]1[C@H](CCC2=CC=CC=C12)C(=O)O ((1S,2S)-1-hydroxy-2-carboxyteralin), N(=NC(=O)OCC)C(=O)OCC (diethyl azodicarboxylate), C1(=CC=CC=C1)P(C1=CC=CC=C1)C1=CC=CC=C1 (triphenylphosphine), C(C)(=O)OCC (ethyl acetate). Solvent: O1CCCC1 (tetrahydrofuran). Product: O[C@@H]1[C@H](CCC2=CC=CC=C12)N ((1S,2S)-1-hydroxy-2-aminotetralin). RXN SMILES: [OH:1][C@@H:2]1[C:11]2[C:6](=[CH:7][CH:8]=[CH:9][CH:10]=2)[CH2:5][CH2:4][C@@H:3]1C(O)=O.[N:15](C(OCC)=O)=NC(OCC)=O.C1(P(C2C=CC=CC=2)C2C=CC=CC=2)C=CC=CC=1.C(OCC)(=O)C>O1CCCC1>[OH:1][C@H:2]1[C:11]2[C:6](=[CH:7][CH:8]=[CH:9][CH:10]=2)[CH2:5][CH2:4][C@@H:3]1[NH2:15]. Procedure details: One gram of the hydroxamic acid of (1S,2S)-1-hydroxy-2-carboxyteralin is reacted with equimolar amounts of diethyl azodicarboxylate and triphenylphosphine in tetrahydrofuran at room temperature using the procedure of Bittner, Grinberg and Kartoon (Tet. Lett. 23, 1965-8 (1974)). The product is isolated by acidification and extraction of the reaction mixture with ethyl acetate, followed by basification of the resulting aqueous solution with NaOH, extraction with methyl t-butyl ether, drying of the... The reactants are [Cl-].[NH4+] (ammonium chloride), O (water), CS(=O)(=O)C1=CC(=C(C=C1)OCCCCCCCCCCCC)[N+](=O)[O-] (dodecyl 4-methylsulfonyl-2-nitrophenyl ether). Reagents/catalysts: [Fe] (iron). Solvent: C(C)(C)O (isopropanol). The product is NC1=C(C=CC(=C1)S(=O)(=O)C)OCCCCCCCCCCCC (Dodecyl 2-Amino-4-Methylsulfonylphenyl Ether). As a reaction SMILES: [Cl-].[NH4+].O.[CH3:4][S:5]([C:8]1[CH:13]=[CH:12][C:11]([O:14][CH2:15][CH2:16][CH2:17][CH2:18][CH2:19][CH2:20][CH2:21][CH2:22][CH2:23][CH2:24][CH2:25][CH3:26])=[C:10]([N+:27]([O-])=O)[CH:9]=1)(=[O:7])=[O:6]>[Fe].C(O)(C)C>[NH2:27][C:10]1[CH:9]=[C:8]([S:5]([CH3:4])(=[O:6])=[O:7])[CH:13]=[CH:12][C:11]=1[O:14][CH2:15][CH2:16][CH2:17][CH2:18][CH2:19][CH2:20][CH2:21][CH2:22][CH2:23][CH2:24][CH2:25][CH3:26] |f:0.1|. Reported procedure: A mixture of 25.2 g of iron powder, 1 g of ammonium chloride, 25 ml of water and 250 ml of isopropanol was heated and stirred in a nitrogen stream. To the mixture 23.1 g of dodecyl 4-methylsulfonyl-2-nitrophenyl ether was added. After the conclusion of the addition and a 1-hour stirring, the resulting solution was filtrated out by a Nusche coated sellaite therein. The reaction mixture was concentrated, and to the mixture methanol was added to deposit 17.5 g of dodecyl 2-amino-4-methylsulfonylphe... Reactants: ClC1=NC=NC2=C(C=CC=C12)[N+](=O)[O-] (4-chloro-8-nitroquinazoline), FC1(CCC(CC1)N)F (4,4-difluorocyclohexanamine), CCN(C(C)C)C(C)C (DIPEA). Run in CC(C)O (iPrOH). Product: FC1(CCC(CC1)NC1=NC=NC2=C(C=CC=C12)[N+](=O)[O-])F (N-(4,4-difluorocyclohexyl)-8-nitroquinazolin-4-amine). Isolated yield 61.2%. RXN SMILES: Cl[C:2]1[C:11]2[C:6](=[C:7]([N+:12]([O-:14])=[O:13])[CH:8]=[CH:9][CH:10]=2)[N:5]=[CH:4][N:3]=1.[F:15][C:16]1([F:23])[CH2:21][CH2:20][CH:19]([NH2:22])[CH2:18][CH2:17]1.CCN(C(C)C)C(C)C>CC(O)C>[F:15][C:16]1([F:23])[CH2:21][CH2:20][CH:19]([NH:22][C:2]2[C:11]3[C:6](=[C:7]([N+:12]([O-:14])=[O:13])[CH:8]=[CH:9][CH:10]=3)[N:5]=[CH:4][N:3]=2)[CH2:18][CH2:17]1. Procedure details: A solution of 4-chloro-8-nitroquinazoline (Intermediate-7, step 2, 200 mg, 0.954 mmol), 4,4-difluorocyclohexanamine (491 mg, 2.86 mmol) and DIPEA (367 mg, 2.86 mmol) in iPrOH (2 mL) was heated in a sealed tube at 80° C. for 2 h. Then the reaction mixture was quenched with water at rt and was extracted with CHCl3. The organic layer was separated, dried, filtered and concentrated. The concentrate was purified by column chromatography using 3-5% EtOAc in CHCl3 to afford 180 mg of the title product.... Starting materials: COC(=O)CCC=1C=C(C(=C(C1)CC1=C(C(=CC(=C1)CCC(=O)OC)CC1=C(C=CC(=C1)CCC(=O)OC)O)O)O)CC1=C(C=CC(=C1)CCC(=O)OC)O (bis-[5-(2-methoxycarbonylethyl)-3-[5-(2-methoxycarbonylethyl)-2-hydroxybenzyl]2-hydroxyphenyl]methane), [OH-].[Na+] (sodium hydroxide), [OH-].[NH4+] (ammonium hydroxide). The solvent is CO (methanol). Yields the product C(=O)(O)CCC=1C=C(C(=C(C1)CC1=C(C(=CC(=C1)CCC(=O)O)CC1=C(C=CC(=C1)CCC(=O)O)O)O)O)CC1=C(C=CC(=C1)CCC(=O)O)O (Bis-[5-(2-carboxyethyl)-3-[5-(2-carboxyethyl)-2-hydroxybenzyl]2-hydroxyphenyl]methane), ammonium salt. RXN SMILES: C[O:2][C:3]([CH2:5][CH2:6][C:7]1[CH:8]=[C:9]([CH2:42][C:43]2[CH:48]=[C:47]([CH2:49][CH2:50][C:51]([O:53]C)=[O:52])[CH:46]=[CH:45][C:44]=2[OH:55])[C:10]([OH:41])=[C:11]([CH2:13][C:14]2[CH:19]=[C:18]([CH2:20][CH2:21][C:22]([O:24]C)=[O:23])[CH:17]=[C:16]([CH2:26][C:27]3[CH:32]=[C:31]([CH2:33][CH2:34][C:35]([O:37]C)=[O:36])[CH:30]=[CH:29][C:28]=3[OH:39])[C:15]=2[OH:40])[CH:12]=1)=[O:4].[OH-].[Na+].[OH-].[NH4+]>CO>[C:22]([CH2:21][CH2:20][C:18]1[CH:17]=[C:16]([CH2:26][C:27]2[CH:32]=[C:31]([CH2:33][CH2:34][C:35]([OH:37])=[O:36])[CH:30]=[CH:29][C:28]=2[OH:39])[C:15]([OH:40])=[C:14]([CH2:13][C:11]2[CH:12]=[C:7]([CH2:6][CH2:5][C:3]([OH:4])=[O:2])[CH:8]=[C:9]([CH2:42][C:43]3[CH:48]=[C:47]([CH2:49][CH2:50][C:51]([OH:53])=[O:52])[CH:46]=[CH:45][C:44]=3[OH:55])[C:10]=2[OH:41])[CH:19]=1)([OH:24])=[O:23] |f:1.2,3.4|. Procedure: A solution of bis-[5-(2-methoxycarbonylethyl)-3-[5-(2-methoxycarbonylethyl)-2-hydroxybenzyl]2-hydroxyphenyl]methane (0.10 g) in methanol (2 ml) is stirred with 10% aqueous sodium hydroxide (NaOH) (1 ml) at room temperature. The mixture is quenched with dilute aqueous hydrochloric acid (HCl) and the organic soluble material retreated as above. The mixture is quenched as above and the organic soluble material flash chromatographed, eluting with 10% methanol in chloroform. The product so obtained i... Starting materials: CC(NC(=O)C(O)C(CCCCN)NC(=O)OC(C)(C)C)c1ccccc1, O=C(Cl)N1CCOCC1, C1COCCO1. The product is CC(NC(=O)C(O)C(CCCCNC(=O)N1CCOCC1)NC(=O)OC(C)(C)C)c1ccccc1. RXN SMILES: [NH2:1][CH2:2][CH2:3][CH2:4][CH2:5][CH:6]([CH:7]([C:8]([NH:9][CH:10]([CH3:11])[c:12]1[cH:13][cH:14][cH:15][cH:16][cH:17]1)=[O:18])[OH:19])[NH:20][C:21]([O:22][C:23]([CH3:24])([CH3:25])[CH3:26])=[O:27].[O:28]1[CH2:29][CH2:30][N:31]([C:34](=[O:35])[Cl:36])[CH2:32][CH2:33]1.[O:37]1[CH2:38][CH2:39][O:40][CH2:41][CH2:42]1>>[NH:1]([CH2:2][CH2:3][CH2:4][CH2:5][CH:6]([CH:7]([C:8]([NH:9][CH:10]([CH3:11])[c:12]1[cH:13][cH:14][cH:15][cH:16][cH:17]1)=[O:18])[OH:19])[NH:20][C:21]([O:22][C:23]([CH3:24])([CH3:25])[CH3:26])=[O:27])[C:34]([N:31]1[CH2:30][CH2:29][O:28][CH2:33][CH2:32]1)=[O:35]. The reactants are COC1=C(CCl)C=CC=C1 (2-Methoxybenzyl chloride), OCCN1CCNCC1 (1-(2-hydroxyethyl)piperazine). The solvent is C(C)O (ethanol). The product is OCCN1CCN(CC1)CC1=C(C=CC=C1)OC (1-(2-hydroxyethyl)-4-[(2-methoxyphenyl)methyl]piperazine). The yield is 80.0%. As a reaction SMILES: [CH3:1][O:2][C:3]1[CH:10]=[CH:9][CH:8]=[CH:7][C:4]=1[CH2:5]Cl.[OH:11][CH2:12][CH2:13][N:14]1[CH2:19][CH2:18][NH:17][CH2:16][CH2:15]1>C(O)C>[OH:11][CH2:12][CH2:13][N:14]1[CH2:19][CH2:18][N:17]([CH2:5][C:4]2[CH:7]=[CH:8][CH:9]=[CH:10][C:3]=2[O:2][CH3:1])[CH2:16][CH2:15]1. Procedure details: 2-Methoxybenzyl chloride (16 g) and 1-(2-hydroxyethyl)piperazine (13 g) in ethanol (50 ml) were heated under reflux for 4 hours. The solvent was removed under vacuum and the resulting oil was passed through a pad of silica gel eluting with 10% methanol-ammonia in dichloromethane to give 1-(2-hydroxyethyl)-4-[(2-methoxyphenyl)methyl]piperazine as a colourless oil (80%), 13C nmr (CDCl3) 157.4, 130.3, 127.8, 125.2, 119.8, 110.0, 59.5, 57.6, 55.2, 54.8, 52.7 and 52.4 ppm. This material (15 g) was tr... The reactants are [C+4], CC(C)(C)NS(=O)(=O)c1ccc2c(C3C=CCCC3)c[nH]c2c1, CO, [OH-], [OH-], [OH-], [OH-], [OH-], [OH-], [Pd+2]. Yields the product CC(C)(C)NS(=O)(=O)c1ccc2c(C3CCCCC3)c[nH]c2c1. RXN SMILES: [C+4:26].[C:1]([CH3:2])([CH3:3])([CH3:4])[NH:5][S:6](=[O:7])(=[O:8])[c:9]1[cH:10][cH:11][c:12]2[c:13]([CH:18]3[CH:19]=[CH:20][CH2:21][CH2:22][CH2:23]3)[cH:14][nH:15][c:16]2[cH:17]1.[CH3:24][OH:25].[OH-:27].[OH-:29].[OH-:30].[OH-:31].[OH-:32].[OH-:33].[Pd+2:28]>>[C:1]([CH3:2])([CH3:3])([CH3:4])[NH:5][S:6](=[O:7])(=[O:8])[c:9]1[cH:10][cH:11][c:12]2[c:13]([CH:18]3[CH2:19][CH2:20][CH2:21][CH2:22][CH2:23]3)[cH:14][nH:15][c:16]2[cH:17]1. Starting materials: C[C@@H]1C/C=C/C=C/[C@@H]([C@@H](C[C@@H]([C@@H]([C@H]([C@@H](CC(=O)O1)OC(=O)C)OC)O[C@H]2[C@@H]([C@H]([C@@H]([C@H](O2)C)O[C@H]3C[C@@]([C@H]([C@@H](O3)C)OC(=O)CC(C)C)(C)O)N(C)C)O)CC=O)C)O (leucomycin A3), C(Cl)Cl (methylene chloride), C[C@@H]1C/C=C/C=C/[C@@H]([C@@H](C[C@@H]([C@@H]([C@H]([C@@H](CC(=O)O1)OC(=O)C)OC)O[C@H]2[C@@H]([C@H]([C@@H]([C@H](O2)C)O[C@H]3C[C@@]([C@H]([C@@H](O3)C)OC(=O)CC(C)C)(C)O)N(C)C)O)CC=O)C)O (josamycin), ice. Solvent: CS(=O)C (DMSO), CS(=O)C (DMSO), C(C)N(CC)CC (triethylamine). Reaction conditions: time 3 hour. Yields the product C[C@@H]1C/C=C/C=C/C(=O)[C@@H](C[C@@H]([C@@H]([C@H]([C@@H](CC(=O)O1)OC(=O)C)OC)OC2C(C(C(C(O2)C)OC3CC(C(C(O3)C)OC(=O)CC(C)C)(C)O)N(C)C)O)CC=O)C (carbomycin B). Yield: 36.0%. As a reaction SMILES: [CH3:1][C@H:2]1[O:18][C:16](=[O:17])[CH2:15][C@@H:14]([O:19][C:20]([CH3:22])=[O:21])[C@H:13]([O:23][CH3:24])[C@@H:12]([O:25][C@@H:26]2[O:31][C@H:30]([CH3:32])[C@@H:29]([O:33][C@@H:34]3[O:39][C@@H:38]([CH3:40])[C@H:37]([O:41][C:42]([CH2:44][CH:45]([CH3:47])[CH3:46])=[O:43])[C@@:36]([OH:49])([CH3:48])[CH2:35]3)[C@H:28]([N:50]([CH3:52])[CH3:51])[C@H:27]2[OH:53])[C@@H:11]([CH2:54][CH:55]=[O:56])[CH2:10][C@@H:9]([CH3:57])[C@@H:8]([OH:58])[CH:7]=[CH:6][CH:5]=[CH:4][CH2:3]1.C(Cl)Cl>CS(C)=O.C(N(CC)CC)C>[CH3:1][C@H:2]1[O:18][C:16](=[O:17])[CH2:15][C@@H:14]([O:19][C:20]([CH3:22])=[O:21])[C@H:13]([O:23][CH3:24])[C@@H:12]([O:25][CH:26]2[O:31][CH:30]([CH3:32])[CH:29]([O:33][CH:34]3[O:39][CH:38]([CH3:40])[CH:37]([O:41][C:42]([CH2:44][CH:45]([CH3:46])[CH3:47])=[O:43])[C:36]([OH:49])([CH3:48])[CH2:35]3)[CH:28]([N:50]([CH3:52])[CH3:51])[CH:27]2[OH:53])[C@@H:11]([CH2:54][CH:55]=[O:56])[CH2:10][C@@H:9]([CH3:57])[C:8](=[O:58])[CH:7]=[CH:6][CH:5]=[CH:4][CH2:3]1. Procedure: 10.0 g (12.1 mmol) of leucomycin A3, also known as josamycin, are dissolved in 30 ml of DMSO and 15 ml of triethylamine. To the solution thereby obtained, 5.6 g of sulfur trioxide/pyridine complex (36.3 mmol), dissolved in 40 ml of DMSO, are added at room temperature and under a nitrogen atmosphere. The reaction medium is stirred at room temperature for 3 hours. Approximately 200 g of ice are added and the mixture is filtered: the product thereby obtained is taken up with methylene chloride and ...